From a dataset of the Open Reaction Database (ORD), a public repository of structured organic reaction records. describe an organic reaction: reactants, conditions, products, and yield The reactants are FC=1C(=CC(=NC1)Cl)Cl (5-fluoro-2,4-dichloropyridine), NC[C@@H]1CC[C@H](CC1)NC(OC(C)(C)C)=O (tert-butyl trans-4-aminomethylcyclohexylcarbamate), CCN(C(C)C)C(C)C (DIPEA). The solvent is CCO (EtOH). Reaction conditions: temperature 40 celsius. The product is C(C)(C)(C)OC(NC1CCC(CC1)CNC1=NC(=NC=C1F)Cl)=O ({4-[(2-chloro-5-fluoro-pyrimidin-4-ylamino)-methyl]-cyclohexyl}-carbamic acid tert-butyl ester). Isolated yield 80.4%. RXN SMILES: [F:1][C:2]1[C:3](Cl)=C[C:5]([Cl:8])=[N:6][CH:7]=1.[NH2:10][CH2:11][C@H:12]1[CH2:17][CH2:16][C@H:15]([NH:18][C:19](=[O:25])[O:20][C:21]([CH3:24])([CH3:23])[CH3:22])[CH2:14][CH2:13]1.CC[N:28](C(C)C)C(C)C>CCO>[C:21]([O:20][C:19](=[O:25])[NH:18][CH:15]1[CH2:14][CH2:13][CH:12]([CH2:11][NH:10][C:3]2[C:2]([F:1])=[CH:7][N:6]=[C:5]([Cl:8])[N:28]=2)[CH2:17][CH2:16]1)([CH3:22])([CH3:24])[CH3:23]. Procedure details: To a solution of the above 5-fluoro-2,4-dichloropyridine (67 mg, 0.4 mol) in EtOH (2 mL) were added tert-butyl trans-4-aminomethylcyclohexylcarbamate (100 mg, 0.44 mmol) and DIPEA (77 μL, 0.44 mmol). The reaction mixture was heated at 40° C. for 1 h. The mixture was concentrated in vacuo and the resulting residue was dissolved in EtOAc and washed with brine. The aqueous layer was re-extracted with EtOAc (×2). The combined organic phase was dried over anhydrous Na2SO4 and concentrated in vacuo to...